Dataset: the Open Reaction Database (ORD), a public repository of structured organic reaction records. Task: describe an organic reaction: reactants, conditions, products, and yield Reactants: O=C([O-])[O-], CC1(C)CC(=O)CC(=O)C1, CN(C)C=O, O=[N+]([O-])c1cc(Cl)c(Cl)c(Cl)c1, [K+], [K+]. Product: CC1(C)CC(=O)C(c2c(Cl)cc([N+](=O)[O-])cc2Cl)C(=O)C1. As a reaction SMILES: [C:11](=[O:12])([O-:13])[O-:14].[CH3:1][C:2]1([CH3:10])[CH2:3][C:4](=[O:9])[CH2:5][C:6](=[O:8])[CH2:7]1.[CH3:29][N:30]([CH3:31])[CH:32]=[O:33].[Cl:17][c:18]1[cH:19][c:20]([N+:26](=[O:27])[O-:28])[cH:21][c:22]([Cl:25])[c:23]1[Cl:24].[K+:15].[K+:16]>>[CH3:1][C:2]1([CH3:10])[CH2:3][C:4](=[O:9])[CH:5]([c:23]2[c:18]([Cl:17])[cH:19][c:20]([N+:26](=[O:27])[O-:28])[cH:21][c:22]2[Cl:25])[C:6](=[O:8])[CH2:7]1.